Dataset: the Open Reaction Database (ORD), a public repository of structured organic reaction records. Task: describe an organic reaction: reactants, conditions, products, and yield Reactants: CO, CCOC(C)=O, [Na+], C1CCOC1, [OH-], COC(=O)CCc1ccc(OCc2ccc(Cn3c(-c4ccccc4)cc4ccccc43)cc2)cc1. Yields the product O=C(O)CCc1ccc(OCc2ccc(Cn3c(-c4ccccc4)cc4ccccc43)cc2)cc1. RXN SMILES: [CH3:37][OH:38].[CH3:46][CH2:47][O:48][C:49](=[O:50])[CH3:51].[Na+:45].[O:39]1[CH2:40][CH2:41][CH2:42][CH2:43]1.[OH-:44].[c:1]1(-[c:7]2[n:8]([CH2:16][c:17]3[cH:18][cH:19][c:20]([CH2:21][O:22][c:23]4[cH:24][cH:25][c:26]([CH2:29][CH2:30][C:31](=[O:32])[O:33][CH3:34])[cH:27][cH:28]4)[cH:35][cH:36]3)[c:9]3[cH:10][cH:11][cH:12][cH:13][c:14]3[cH:15]2)[cH:2][cH:3][cH:4][cH:5][cH:6]1>>[c:1]1(-[c:7]2[n:8]([CH2:16][c:17]3[cH:18][cH:19][c:20]([CH2:21][O:22][c:23]4[cH:24][cH:25][c:26]([CH2:29][CH2:30][C:31](=[O:32])[OH:33])[cH:27][cH:28]4)[cH:35][cH:36]3)[c:9]3[cH:10][cH:11][cH:12][cH:13][c:14]3[cH:15]2)[cH:2][cH:3][cH:4][cH:5][cH:6]1. The reactants are C(C)(C)(C)OC(=O)N1CCN(CC1)C(C(CC1=CC=C(C=C1)OC1=NC=C(C=C1)NC(C1=CC=C(C=C1)C(F)(F)F)=O)O)=O (4-(2-hydroxy-3-{4-[5-(4-trifluoromethylbenzoylamino)pyridin-2-yloxy]phenyl}propionyl)piperazine-1-carboxylic acid t-butyl ester), CC(=O)OI1(C=2C=CC=CC2C(=O)O1)(OC(=O)C)OC(=O)C (Dess-Martin reagent). Conditions: time 4 hour. Procedure details: To a solution of 4-(2-hydroxy-3-{4-[5-(4-trifluoromethylbenzoylamino)pyridin-2-yloxy]phenyl}propionyl)piperazine-1-carboxylic acid t-butyl ester (0.58 g, 0.94 mmol) in dichloromethane (4 mL) was added a Dess-Martin reagent (0.8 g, 1.89 mmol), and the resulting solution was then stirred under a nitrogen gas flow for 4 hours at room temperature. The reaction solution was concentrated under reduced pressure. To the residue was added 1 N aqueous sodium hydroxide (50 mL), and extracted with ethyl ace... The product is C(C)(C)(C)OC(=O)N1CCN(CC1)C(C(CC1=CC=C(C=C1)OC1=NC=C(C=C1)NC(C1=CC=C(C=C1)C(F)(F)F)=O)=O)=O (4-(2-oxo-3-{4-[5-(4-trifluoromethyl-benzoylamino)pyridin-2-yloxy]phenyl}propionyl)-piperazine-1-carboxylic acid t-butyl ester). The solvent is ClCCl (dichloromethane). RXN SMILES: [C:1]([O:5][C:6]([N:8]1[CH2:13][CH2:12][N:11]([C:14](=[O:44])[CH:15]([OH:43])[CH2:16][C:17]2[CH:22]=[CH:21][C:20]([O:23][C:24]3[CH:29]=[CH:28][C:27]([NH:30][C:31](=[O:42])[C:32]4[CH:37]=[CH:36][C:35]([C:38]([F:41])([F:40])[F:39])=[CH:34][CH:33]=4)=[CH:26][N:25]=3)=[CH:19][CH:18]=2)[CH2:10][CH2:9]1)=[O:7])([CH3:4])([CH3:3])[CH3:2].CC(OI1(OC(C)=O)(OC(C)=O)OC(=O)C2C=CC=CC1=2)=O>ClCCl>[C:1]([O:5][C:6]([N:8]1[CH2:13][CH2:12][N:11]([C:14](=[O:44])[C:15](=[O:43])[CH2:16][C:17]2[CH:22]=[CH:21][C:20]([O:23][C:24]3[CH:29]=[CH:28][C:27]([NH:30][C:31](=[O:42])[C:32]4[CH:33]=[CH:34][C:35]([C:38]([F:39])([F:41])[F:40])=[CH:36][CH:37]=4)=[CH:26][N:25]=3)=[CH:19][CH:18]=2)[CH2:10][CH2:9]1)=[O:7])([CH3:4])([CH3:2])[CH3:3]. Reactants: [Cl-].C1(=CC=CC=C1)[S+](C1=CC=CC=C1)C1=CC=CC=C1 (triphenylsulfonium chloride), 2,2-bistrifluoromethyloxylane, S(=O)(O)[O-].[Na+] (sodium hydrogen sulfite), [OH-].[Na+] (sodium hydroxide), FC(C(CS(=O)(=O)[O-])(C(F)(F)F)O)(F)F.[Na+] (sodium 3,3,3-trifluoro-2-hydroxy-2-trifluoromethylpropane-1-sulfonate), FC(C(CS(=O)(=O)[O-])(C(F)(F)F)O)(F)F.[Na+] (sodium 3,3,3-trifluoro-2-hydroxy-2-trifluoromethylpropane-1-sulfonate), sodium sulfonate. Solvent: O (water), C(Cl)Cl (methylene chloride). Conditions: time 4 hour. Yields the product FC(C(CS(=O)(=O)[O-])(C(F)(F)F)O)(F)F.C1(=CC=CC=C1)[S+](C1=CC=CC=C1)C1=CC=CC=C1 (triphenylsulfonium 3,3,3-trifluoro-2-hydroxy-2-trifluoromethylpropane-1-sulfonate), crystals. The yield is 78.0%. Reaction SMILES: S([O-])(O)=O.[Na+].[OH-].[Na+].[F:8][C:9]([F:22])([F:21])[C:10]([OH:20])([C:16]([F:19])([F:18])[F:17])[CH2:11][S:12]([O-:15])(=[O:14])=[O:13].[Na+].[Cl-].[C:25]1([S+:31]([C:38]2[CH:43]=[CH:42][CH:41]=[CH:40][CH:39]=2)[C:32]2[CH:37]=[CH:36][CH:35]=[CH:34][CH:33]=2)[CH:30]=[CH:29][CH:28]=[CH:27][CH:26]=1>C(Cl)Cl.O>[F:19][C:16]([F:17])([F:18])[C:10]([OH:20])([C:9]([F:22])([F:8])[F:21])[CH2:11][S:12]([O-:15])(=[O:14])=[O:13].[C:38]1([S+:31]([C:25]2[CH:26]=[CH:27][CH:28]=[CH:29][CH:30]=2)[C:32]2[CH:37]=[CH:36][CH:35]=[CH:34][CH:33]=2)[CH:39]=[CH:40][CH:41]=[CH:42][CH:43]=1 |f:0.1,2.3,4.5,6.7,10.11|. Reported procedure: A mixed solution of 18.0 g (0.10 mole) of 2,2-bistrifluoromethyloxylane, 10.4 g (0.10 mole) of sodium hydrogen sulfite, 19.3 g of water, and 0.62 g of 25% sodium hydroxide was stirred at 40° C. for 10 hours to prepare sodium 3,3,3-trifluoro-2-hydroxy-2-trifluoromethylpropane-1-sulfonate. The obtained sodium sulfonate was used in the subsequent reaction without isolation. After sodium 3,3,3-trifluoro-2-hydroxy-2-trifluoromethylpropane-1-sulfonate was prepared, into it were added 290 g (0.10 mole)...